Dataset: the Open Reaction Database (ORD), a public repository of structured organic reaction records. Task: describe an organic reaction: reactants, conditions, products, and yield Starting materials: CN(C1(CCC(CC1)=NO)C1=CC=CC=C1)C (4-Dimethylamino-4-phenyl-cyclohexanone oxime). Solvent: O (water), CO (methanol), [OH-].[Na+] (NaOH), CO (methanol). Product: CN(C1(CCC(CC1)N)C1=CC=CC=C1)C (N,N-Dimethyl-1-phenylcyclohexane-1,4-diamine), oil. Procedure: 4-Dimethylamino-4-phenyl-cyclohexanone oxime (11 g) was dissolved in methanol (200 ml) and diluted with 5M NaOH (200 ml). Devarda alloy (30 g) was added in portions to this mixture. The reaction temperature here was between 50-60° C. 15 minutes after completion of the addition, the mixture was diluted with water (150 ml), methanol was removed in vacuo, and the aqueous solution was extracted with ether (5×50 ml). The combined extracts were dried over Na2SO4 and concentrated. N,N-Dimethyl-1-phenyl... As a reaction SMILES: [CH3:1][N:2]([CH3:17])[C:3]1([C:11]2[CH:16]=[CH:15][CH:14]=[CH:13][CH:12]=2)[CH2:8][CH2:7][C:6](=[N:9]O)[CH2:5][CH2:4]1>CO.[OH-].[Na+].O>[CH3:1][N:2]([CH3:17])[C:3]1([C:11]2[CH:16]=[CH:15][CH:14]=[CH:13][CH:12]=2)[CH2:8][CH2:7][CH:6]([NH2:9])[CH2:5][CH2:4]1 |f:2.3|.